This data is from the Open Reaction Database (ORD), a public repository of structured organic reaction records. The task is: describe an organic reaction: reactants, conditions, products, and yield Reactants: [H][H] (hydrogen), [H][H] (hydrogen), stainless steel, NCCCCCCO (6-aminohexanol), N (NH3), NCCCCCCO (6-aminohexanol), [H][H] (hydrogen). The reagents and catalysts are [B] (boron), [Ni] (nickel), [Re] (rhenium). Solvent: O (water), O (water), O (water), O (water), O (water). Product: C1(CCCCCN1)=O (epsilon caprolactam), hexamethyleneimine, NCCCCCCN (hexamethylenediamine). RXN SMILES: [H][H].[NH3:3].[NH2:4][CH2:5][CH2:6][CH2:7][CH2:8][CH2:9][CH2:10][OH:11]>[B].O.[Ni].[Re]>[C:10]1(=[O:11])[NH:4][CH2:5][CH2:6][CH2:7][CH2:8][CH2:9]1.[NH2:4][CH2:5][CH2:6][CH2:7][CH2:8][CH2:9][CH2:10][NH2:3]. Procedure details: To a catalyst basket in a 300 milliliter Parr reactor was charged 5.044 grams of a nickel, rhenium, boron catalyst prepared as described in Example 6 of U.S. Pat. No. 4,123,462. The catalyst was activated in 50 milliliters of water for 1 hour at 200° C. under 533 psig hydrogen. The reactor was cooled, vented, and the water discharged. 50 Milliliters of 17% NH3 in water was charged to the reactor and the reactor was heated to 235° C. under 220 psig of 3% hydrogen in nitrogen. A flow of 40 millili...